This data is from the Open Reaction Database (ORD), a public repository of structured organic reaction records. The task is: describe an organic reaction: reactants, conditions, products, and yield The reactants are C(C)(C)(C)OC(=O)NCC1=NC=C(C2=CC(=C(C=C12)OC)OC)C(=O)O (1-(tert-butoxycarbonylamino-methyl)-6,7-dimethoxy-isoquinoline-4-carboxylic acid), N1CCCC1 (pyrrolidine). Product: C(C)(C)(C)OC(NCC1=NC=C(C2=CC(=C(C=C12)OC)OC)C(=O)N1CCCC1)=O ([6,7-dimethoxy-4-(pyrrolidine-1-carbonyl)-isoquinolin-1-ylmethyl]-carbamic acid tert-butyl ester). Yield: 64.0%. RXN SMILES: [C:1]([O:5][C:6]([NH:8][CH2:9][C:10]1[C:19]2[C:14](=[CH:15][C:16]([O:22][CH3:23])=[C:17]([O:20][CH3:21])[CH:18]=2)[C:13]([C:24]([OH:26])=O)=[CH:12][N:11]=1)=[O:7])([CH3:4])([CH3:3])[CH3:2].[NH:27]1[CH2:31][CH2:30][CH2:29][CH2:28]1>>[C:1]([O:5][C:6](=[O:7])[NH:8][CH2:9][C:10]1[C:19]2[C:14](=[CH:15][C:16]([O:22][CH3:23])=[C:17]([O:20][CH3:21])[CH:18]=2)[C:13]([C:24]([N:27]2[CH2:31][CH2:30][CH2:29][CH2:28]2)=[O:26])=[CH:12][N:11]=1)([CH3:2])([CH3:3])[CH3:4]. Reported procedure: As described in example 1E, 100 mgs of 1-(tert-butoxycarbonylamino-methyl)-6,7-dimethoxy-isoquinoline-4-carboxylic acid was coupled with pyrrolidine to give 74 mgs (64%) of [6,7-dimethoxy-4-(pyrrolidine-1-carbonyl)-isoquinolin-1-ylmethyl]-carbamic acid tert-butyl ester: 1H NMR (CDCl3) δ 1.51 (s, 9H), 1.83-1.92 (m, 2H), 2.02-2.07 (m, 2H), 3.20-3.29 (m, 2H), 4.03 (m, 6H), 4.92 (br s, 2H), 6.17 (br s, 2H), 7.23-7.24 (m, 1H), 7.38 (br s, 1H), 8.31-8.33 (m, 1H). Reactants: C(=O)([O-])C(O)C(O)C(=O)[O-].[Na+].[K+] (potassium sodium tartrate), CC(C(=O)OCC)(C)N1N=CC(=C1)[N+](=O)[O-] (ethyl 2-methyl-2-(4-nitro-1H-pyrazol-1-yl)propanoate), [H-].C(C)(C)[Al+]C(C)C (diisopropylaluminium hydride). Run in O1CCCC1 (tetrahydrofuran), C1(=CC=CC=C1)C (toluene). Reaction conditions: time 8 hour. Yields the product CC(CO)(C)N1N=CC(=C1)[N+](=O)[O-] (2-methyl-2-(4-nitro-1H-pyrazol-1-yl)propan-1-ol). Yield: 98.2%. RXN SMILES: [CH3:1][C:2]([N:9]1[CH:13]=[C:12]([N+:14]([O-:16])=[O:15])[CH:11]=[N:10]1)([CH3:8])[C:3](OCC)=[O:4].[H-].C([Al+]C(C)C)(C)C.C(C(C(C([O-])=O)O)O)([O-])=O.[Na+].[K+]>O1CCCC1.C1(C)C=CC=CC=1>[CH3:8][C:2]([N:9]1[CH:13]=[C:12]([N+:14]([O-:16])=[O:15])[CH:11]=[N:10]1)([CH3:1])[CH2:3][OH:4] |f:1.2,3.4.5|. Procedure: To a solution of ethyl 2-methyl-2-(4-nitro-1H-pyrazol-1-yl)propanoate (45 g) obtained in Step F of Example 103 in tetrahydrofuran (400 mL) was added gradually dropwise diisopropylaluminium hydride in toluene (1.5 M in toluene, 400 mL) while maintaining the internal temperature of −20° C. or less, and the reaction mixture was stirred overnight while it was allowed to be warmed. To the reaction mixture was added aqueous potassium sodium tartrate solution in an ice bath, and the mixture was extract... The reactants are FC=1C(=C2CC(NC2=CC1)=O)/C(=C/C(C=1NC=CC1)=O)/I ((Z)-5-fluoro-4-[1-iodo-3-oxo-3-(1H-pyrrol-2-yl)-propenyl]-1,3-dihydro-indol-2-one), C(CN)N (ethylenediamine), [H-].[Na+] (NaH). Reaction conditions: time 30 minute. Yields the product NCCNC=1C=C(C=2C(NC3=CC=C(C1C23)F)=O)C=2NC=CC2 (5-(2-amino-ethylamino)-6-fluoro-3-(1H-pyrrol-2-yl)-1H-benzo[cd]indol-2-one). As a reaction SMILES: [F:1][C:2]1[C:3](/[C:12](/I)=[CH:13]/[C:14](=O)[C:15]2[NH:16][CH:17]=[CH:18][CH:19]=2)=[C:4]2[C:8](=[CH:9][CH:10]=1)[NH:7][C:6](=[O:11])[CH2:5]2.[H-].[Na+].[CH2:24]([NH2:27])[CH2:25][NH2:26]>>[NH2:26][CH2:25][CH2:24][NH:27][C:12]1[CH:13]=[C:14]([C:15]2[NH:16][CH:17]=[CH:18][CH:19]=2)[C:5]2[C:6](=[O:11])[NH:7][C:8]3[C:4]=2[C:3]=1[C:2]([F:1])=[CH:10][CH:9]=3 |f:1.2|. Reported procedure: To a suspension of (Z)-5-fluoro-4-[1-iodo-3-oxo-3-(1H-pyrrol-2-yl)-propenyl]-1,3-dihydro-indol-2-one (from Example 8 above) (1.58 g, 4.0 mmol) in ethylenediamine (Aldrich, 70 mL) was added NaH (Aldrich, 95%, 1.0 g, 40 mmol) in small portions at room temperature. After stirring at room temperature for 30 minutes, the reaction mixture was heated to 120° C. for 1.5 hours. The reaction was quenched by pouring the reaction mixture into an ice-cold saturated aqueous ammonium chloride solution (200 mL)... Starting materials: CCO, Cl, CC(C)(C)OC(=O)N1CCN(c2ccc(N3CC(CO)OC3=O)cc2F)CC1. The product is Cl, O=C1OC(CO)CN1c1ccc(N2CCNCC2)c(F)c1. As a reaction SMILES: [CH3:30][CH2:31][OH:32].[ClH:29].[F:1][c:2]1[cH:3][c:4]([N:21]2[C:22](=[O:28])[O:23][CH:24]([CH2:26][OH:27])[CH2:25]2)[cH:5][cH:6][c:7]1[N:8]1[CH2:9][CH2:10][N:11]([C:14]([O:15][C:16]([CH3:17])([CH3:18])[CH3:19])=[O:20])[CH2:12][CH2:13]1>>[ClH:29].[F:1][c:2]1[cH:3][c:4]([N:21]2[C:22](=[O:28])[O:23][CH:24]([CH2:26][OH:27])[CH2:25]2)[cH:5][cH:6][c:7]1[N:8]1[CH2:9][CH2:10][NH:11][CH2:12][CH2:13]1.